This data is from the Open Reaction Database (ORD), a public repository of structured organic reaction records. The task is: describe an organic reaction: reactants, conditions, products, and yield The reactants are COC(C#CC)=O (methyl-2-butynoate), OC(CN)CO (2,3-dihydroxypropylamine). Solvent: C(C)O (ethanol). Yields the product OC(CNC(=CC(=O)OC)C)CO (Methyl 3-(2,3-dihydroxypropyl)amino-2-butenoate). Reaction SMILES: [CH3:1][O:2][C:3](=[O:7])[C:4]#[C:5][CH3:6].[OH:8][CH:9]([CH2:12][OH:13])[CH2:10][NH2:11]>C(O)C>[OH:8][CH:9]([CH2:12][OH:13])[CH2:10][NH:11][C:5]([CH3:6])=[CH:4][C:3]([O:2][CH3:1])=[O:7]. Procedure details: To 5.0 g (0.051 m) methyl-2-butynoate in 25 ml absolute ethanol is added 5.0 g (0.055 m) 2,3-dihydroxypropylamine. This solution is heated at 75°-80° for 18 hours and the solvent is then removed at reduced pressure. The residue oil is chromatographed on silica gel, eluting with 10% methanol/chloroform to afford the desired product as a white solid. m.p. 109°-111°. The yield is 5.6 g (59%). ##STR4## Reactants: CCC#Cc1cc(OC(F)(F)F)cc2c1OC(C(F)(F)F)C(C(=O)OCC)=C2, CCO. The product is CCCCc1cc(OC(F)(F)F)cc2c1OC(C(F)(F)F)C(C(=O)OCC)=C2. RXN SMILES: [C:1](#[C:2][CH2:3][CH3:4])[c:5]1[cH:6][c:7]([O:24][C:25]([F:26])([F:27])[F:28])[cH:8][c:9]2[c:14]1[O:13][CH:12]([C:15]([F:16])([F:17])[F:18])[C:11]([C:19](=[O:20])[O:21][CH2:22][CH3:23])=[CH:10]2.[CH3:29][CH2:30][OH:31]>>[CH2:1]([CH2:2][CH2:3][CH3:4])[c:5]1[cH:6][c:7]([O:24][C:25]([F:26])([F:27])[F:28])[cH:8][c:9]2[c:14]1[O:13][CH:12]([C:15]([F:16])([F:17])[F:18])[C:11]([C:19](=[O:20])[O:21][CH2:22][CH3:23])=[CH:10]2. Reactants: O=C1C(=COC2=C1C=CC=C2)C(=O)Cl (4-oxo-4H-1-benzopyran-3-carbonylchloride), [OH-].[NH4+] (ammonium hydroxide). Yields the product O=C1C(=COC2=C1C=CC=C2)C(=O)N (4-oxo-4H-1-benzopyran-3-carboxamide). Isolated yield 48.8%. As a reaction SMILES: [O:1]=[C:2]1[C:7]2[CH:8]=[CH:9][CH:10]=[CH:11][C:6]=2[O:5][CH:4]=[C:3]1[C:12](Cl)=[O:13].[OH-].[NH4+:16]>>[O:1]=[C:2]1[C:7]2[CH:8]=[CH:9][CH:10]=[CH:11][C:6]=2[O:5][CH:4]=[C:3]1[C:12]([NH2:16])=[O:13] |f:1.2|. Procedure: A quantity of 0.9 g (0.0043 mol) of 4-oxo-4H-1-benzopyran-3-carbonylchloride was added gradually to a stirred quantity of 15 ml of conc. ammonium hydroxide at room temperature. All solid went into solution when crystals gradually separated. After 15 min. the solid was filtered and washed with water; wt 0.4 g (48.8% yield); mp 220°-225°. Two recrystallizations from 2-propanol gave pure material melting at 250°-252°C. Starting materials: O (H2O), OC=1C=C(C=C(C(=O)OC)C1)C(=O)OC (dimethyl 5-hydroxyisophthalate), N(=[N+]=[N-])CCCCCCOS(=O)(=O)C1=CC=C(C=C1)C (6-azido-1-(p-toluenesulfonyloxy)hexane), C(=O)([O-])[O-].[K+].[K+] (K2CO3). Run in CN(C)C=O (DMF). Conditions: temperature 80 celsius, time 17 hour. The product is COC(C1=CC(C(=O)OC)=CC(=C1)OCCCCCCN=[N+]=[N-])=O (5-(6-Azidohexoxy)isophthalic Acid Dimethyl Ester), oil. The yield is 90.0%. Reaction SMILES: [OH:1][C:2]1[CH:3]=[C:4]([C:12]([O:14][CH3:15])=[O:13])[CH:5]=[C:6]([CH:11]=1)[C:7]([O:9][CH3:10])=[O:8].[N:16]([CH2:19][CH2:20][CH2:21][CH2:22][CH2:23][CH2:24]OS(C1C=CC(C)=CC=1)(=O)=O)=[N+:17]=[N-:18].C([O-])([O-])=O.[K+].[K+].O>CN(C=O)C>[CH3:10][O:9][C:7](=[O:8])[C:6]1[CH:11]=[C:2]([O:1][CH2:24][CH2:23][CH2:22][CH2:21][CH2:20][CH2:19][N:16]=[N+:17]=[N-:18])[CH:3]=[C:4]([C:12]([O:14][CH3:15])=[O:13])[CH:5]=1 |f:2.3.4|. Procedure: 5-(6-Azidohexoxy)isophthalic Acid Dimethyl Ester was prepared as follows: A mixture of dimethyl 5-hydroxyisophthalate 4 (1.05 g, 5 mmol), 6-azido-1-(p-toluenesulfonyloxy)hexane (1.57 g, 5 mmol) and K2CO3 (1.38 g, 10 mmol) in DMF (15 mL) was stirred for 17 h at 80° C. After cooling down, H2O (150 mL) was added and the mixture was extracted with EtOAc, washed with water, dried (MgSO4), and the solvent was evaporated off. The pure title compound was obtained as a colorless oil (1.51 g, 90%) after c... Procedure: Prepared from 4-bromo-2-fluoro-1-iodo-benzene and 2-bromo-4-fluoro-benzenethiol. Reaction SMILES: [Br:1][C:2]1[CH:7]=[CH:6][C:5](I)=[C:4]([F:9])[CH:3]=1.[Br:10][C:11]1[CH:16]=[C:15]([F:17])[CH:14]=[CH:13][C:12]=1[SH:18]>>[Br:10][C:11]1[CH:16]=[C:15]([F:17])[CH:14]=[CH:13][C:12]=1[S:18][C:5]1[CH:6]=[CH:7][C:2]([Br:1])=[CH:3][C:4]=1[F:9]. The reactants are BrC1=CC(=C(C=C1)I)F (4-bromo-2-fluoro-1-iodo-benzene), BrC1=C(C=CC(=C1)F)S (2-bromo-4-fluoro-benzenethiol). Yields the product BrC1=C(C=CC(=C1)F)SC1=C(C=C(C=C1)Br)F (1-Bromo-2-(4-bromo-2-fluoro-phenylsulfanyl)-5-fluoro-benzene). The reactants are C(C)(C)[N-]C(C)C.[Li+] (lithium diisopropylamide), COC(COCC1=CC=CC=C1)=O (benzyloxy-acetic acid methyl ester), COC(C(=O)OC(C)(C)C)=O (oxalic acid tert-butyl ester methyl ester), C(C)(C)[N-]C(C)C.[Li+] (Lithium diisopropylamide), C(CCC)[Li] (n-butyl lithium), C(C)(C)NC(C)C (di-isopropyl amine). Solvent: O1CCCC1 (tetrahydrofuran), O1CCCC1 (tetrahydrofuran). Reaction conditions: temperature -78 celsius, time 10 minute. Yields the product COC(/C(=C(/C(=O)OC(C)(C)C)\O)/OCC1=CC=CC=C1)=O ((E)-2-benzyloxy-3-hydroxy-but-2-enedioic acid 4-tert-butyl ester 1-methyl ester). Isolated yield 35.0%. As a reaction SMILES: C([N-]C(C)C)(C)C.[Li+].C([Li])CCC.C(NC(C)C)(C)C.[CH3:21][O:22][C:23](=[O:33])[CH2:24][O:25][CH2:26][C:27]1[CH:32]=[CH:31][CH:30]=[CH:29][CH:28]=1.C[O:35][C:36](=O)[C:37]([O:39][C:40]([CH3:43])([CH3:42])[CH3:41])=[O:38]>O1CCCC1>[CH3:21][O:22][C:23](=[O:33])/[C:24](/[O:25][CH2:26][C:27]1[CH:32]=[CH:31][CH:30]=[CH:29][CH:28]=1)=[C:36](\[OH:35])/[C:37]([O:39][C:40]([CH3:43])([CH3:42])[CH3:41])=[O:38] |f:0.1|. Reported procedure: Lithium diisopropylamide was generated by addition of n-butyl lithium (17 mL, 1.9M in hexane, 33.33 mmol), di-isopropyl amine (4.66 mL, 33.33 mmol) in tetrahydrofuran (15 mL) at 0° C. and stirred for 10 min. In a separate flask, a mixture of benzyloxy-acetic acid methyl ester (3) (4 g, 22.22 mmol) and oxalic acid tert-butyl ester methyl ester (2) (5.33 g, 33.33 mmol) in tetrahydrofuran (50 mL) was cooled to −78° C. and then lithium diisopropylamide was added at −78° C. The mixture was stirred at... Starting materials: O=P(Cl)(Cl)Cl (POCl3), C1(CC1)N1C=CC=C1 (1-cyclopropyl-1H-pyrrole), CN(C)C=O (DMF). Run at time 8 hour. Yields the product C1(CC1)N1C(=CC=C1)C=O (1-cyclopropyl-1H-pyrrol-2-carbaldehyde). RXN SMILES: O=P(Cl)(Cl)Cl.[CH:6]1([N:9]2[CH:13]=[CH:12][CH:11]=[CH:10]2)[CH2:8][CH2:7]1.CN([CH:17]=[O:18])C>>[CH:6]1([N:9]2[CH:13]=[CH:12][CH:11]=[C:10]2[CH:17]=[O:18])[CH2:8][CH2:7]1. Reported procedure: 44.46 ml of POCl3 was added to a stirred solution of 1-cyclopropyl-1H-pyrrole (46.46 g) in 37 ml of DMF with cooling with ice, then the mixture was stirred at room temperature overnight. The mixture was poured into 336 ml of 5N NaOHaq with cooling with ice, and the mixture was made basic with an additional 5N NaOHaq. The mixture was extracted with CH2Cl2 and the organic extract was dried over Na2SO4, concentrated, and the residue was purified on SiO2 column chromatography (n-hexane-EtOAc system)...